Dataset: the Open Reaction Database (ORD), a public repository of structured organic reaction records. Task: describe an organic reaction: reactants, conditions, products, and yield Reactants: CCC(=O)c1cccc(Oc2nc(OC)cc(OC)n2)c1C(=O)OC, CON, CC(=O)[O-], CO, Cl, [K+]. Product: CCC(=NOC)c1cccc(Oc2nc(OC)cc(OC)n2)c1C(=O)OC. RXN SMILES: [CH3:1][O:2][c:3]1[n:4][c:5]([O:11][c:12]2[c:13]([C:14](=[O:15])[O:16][CH3:17])[c:18]([C:22]([CH2:23][CH3:24])=[O:25])[cH:19][cH:20][cH:21]2)[n:6][c:7]([O:9][CH3:10])[cH:8]1.[CH3:27][O:28][NH2:29].[CH3:31][C:32](=[O:33])[O-:34].[CH3:35][OH:36].[ClH:26].[K+:30]>>[CH3:1][O:2][c:3]1[n:4][c:5]([O:11][c:12]2[c:13]([C:14](=[O:15])[O:16][CH3:17])[c:18]([C:22]([CH2:23][CH3:24])=[N:29][O:28][CH3:27])[cH:19][cH:20][cH:21]2)[n:6][c:7]([O:9][CH3:10])[cH:8]1. Starting materials: F[B-](F)(F)F, CCN(CC)CCOc1ccc(CN)cc1, C1CCOC1, CN(C)C=O, On1nnc2ccccc21, O=C(O)C#Cc1ccccc1, CN(C)C(On1nnc2ccccc21)=[N+](C)C. The product is CCN(CC)CCOc1ccc(CNC(=O)C#Cc2ccccc2)cc1. RXN SMILES: [B-:28]([F:29])([F:30])([F:31])[F:32].[CH2:12]([CH3:13])[N:14]([CH2:15][CH2:16][O:17][c:18]1[cH:19][cH:20][c:21]([CH2:24][NH2:25])[cH:22][cH:23]1)[CH2:26][CH3:27].[CH2:60]1[O:61][CH2:62][CH2:63][CH2:64]1.[O:65]=[CH:66][N:67]([CH3:68])[CH3:69].[OH:50][n:51]1[c:52]2[c:53]([cH:54][cH:55][cH:56][cH:57]2)[n:58][n:59]1.[c:1]1([C:7]#[C:8][C:9](=[O:10])[OH:11])[cH:2][cH:3][cH:4][cH:5][cH:6]1.[n:33]1([O:34][C:35]([N:36]([CH3:37])[CH3:38])=[N+:39]([CH3:40])[CH3:41])[c:42]2[cH:43][cH:44][cH:45][cH:46][c:47]2[n:48][n:49]1>>[c:1]1([C:7]#[C:8][C:9](=[O:11])[NH:25][CH2:24][c:21]2[cH:20][cH:19][c:18]([O:17][CH2:16][CH2:15][N:14]([CH2:12][CH3:13])[CH2:26][CH3:27])[cH:23][cH:22]2)[cH:2][cH:3][cH:4][cH:5][cH:6]1. Starting materials: [H-].[Na+] (sodium hydride), ClC1=C(C=C(C(=C1)[N+](=O)[O-])O)C (4-chloro 3-methyl 6-nitrophenol), O (Water), CI (methyliodide). The solvent is CN(C)C=O (DMF). Conditions: temperature 0 celsius, time 15 minute. Yields the product ClC1=C(C=C(C(=C1)[N+](=O)[O-])OC)C (1-chloro 4-methoxy-2-methyl-5-nitrobenzene). The yield is 87.0%. RXN SMILES: [H-].[Na+].[Cl:3][C:4]1[CH:9]=[C:8]([N+:10]([O-:12])=[O:11])[C:7]([OH:13])=[CH:6][C:5]=1[CH3:14].[CH3:15]I.O>CN(C=O)C>[Cl:3][C:4]1[CH:9]=[C:8]([N+:10]([O-:12])=[O:11])[C:7]([O:13][CH3:15])=[CH:6][C:5]=1[CH3:14] |f:0.1|. Procedure details: To a suspension of sodium hydride (1.2 mmol) in DMF (6 mL), 4-chloro 3-methyl 6-nitrophenol (1.0 mmol) was added at 0° C. The reaction mixture was stirred at 0° C. for 15 minute then methyliodide was added at 0° C. and the mixture was stirred for 4 hours at room temperature. Water (60 mL) was added and the mixture extracted with EtOAc (3×50 mL). The combined organic extracts were washed with water (50 mL), brine (50 mL), dried (Na2SO4) and concentrated under reduced pressure. The residue was pur...